This data is from the Open Reaction Database (ORD), a public repository of structured organic reaction records. The task is: describe an organic reaction: reactants, conditions, products, and yield The reactants are C1CC(=O)N(C1=O)Br.C(C1=CC=CC=C1)(=O)OOC(C1=CC=CC=C1)=O (NBS benzoyl peroxide), BrN1C(CCC1=O)=O (N-bromosuccinimide), C(C1=CC=CC=C1)(=O)OOC(C1=CC=CC=C1)=O (benzoyl peroxide), CC1=C(C(=O)OC)C=CC(=C1F)S(=O)(=O)C (methyl 2-methyl-3-fluoro-4-methylsulfonylbenzoate). Solvent: C(Cl)(Cl)(Cl)Cl (CCl4). Yields the product CS(=O)(=O)C1=C(C(=C(C(=O)OC)C=C1)CBr)F (methyl 4-methylsulfonyl-3-fluoro-2-bromomethylbenzoate). As a reaction SMILES: [CH3:1][C:2]1[C:11]([F:12])=[C:10]([S:13]([CH3:16])(=[O:15])=[O:14])[CH:9]=[CH:8][C:3]=1[C:4]([O:6][CH3:7])=[O:5].[Br:17]N1C(=O)CCC1=O.C(OOC(=O)C1C=CC=CC=1)(=O)C1C=CC=CC=1.C1C(=O)N(Br)C(=O)C1.C(OOC(=O)C1C=CC=CC=1)(=O)C1C=CC=CC=1>C(Cl)(Cl)(Cl)Cl>[CH3:16][S:13]([C:10]1[CH:9]=[CH:8][C:3]([C:4]([O:6][CH3:7])=[O:5])=[C:2]([CH2:1][Br:17])[C:11]=1[F:12])(=[O:14])=[O:15] |f:3.4|. Procedure details: 30.75 g (0.12 mol) of methyl 2-methyl-3-fluoro-4-methylsulfonylbenzoate were introduced in 600 ml of CCl4. 35.5 g (0.2 mol) of N-bromosuccinimide and 0.86 g (0.002 mol) of benzoyl peroxide were mixed. A third of the amount is added at RT. Then the batch is heated to reflux and “irradiated”. Over the course of an hour the remaining NBS/benzoyl peroxide mixture is added in portions, followed by stirring under reflux for 2 h more. The batch is allowed to cool and is washed with a 10% strength sodiu... Reactants: CC(C)(C)[Si](OCC1C(OC(=O)c2ccccc2)CC2OC(=O)CC21)(c1ccccc1)c1ccccc1, O=C([O-])[O-], CO, [Cl-], [K+], [K+], [NH4+]. Product: CC(C)(C)[Si](OCC1C(O)CC2OC(=O)CC21)(c1ccccc1)c1ccccc1. As a reaction SMILES: [C:1](=[O:2])([c:3]1[cH:4][cH:5][cH:6][cH:7][cH:8]1)[O:9][CH:10]1[CH:11]([CH2:19][O:20][Si:21]([c:22]2[cH:23][cH:24][cH:25][cH:26][cH:27]2)([c:28]2[cH:29][cH:30][cH:31][cH:32][cH:33]2)[C:34]([CH3:35])([CH3:36])[CH3:37])[CH:12]2[CH:13]([O:14][C:15](=[O:17])[CH2:16]2)[CH2:18]1.[C:38](=[O:39])([O-:40])[O-:41].[CH3:46][OH:47].[Cl-:44].[K+:42].[K+:43].[NH4+:45]>>[OH:9][CH:10]1[CH:11]([CH2:19][O:20][Si:21]([c:22]2[cH:23][cH:24][cH:25][cH:26][cH:27]2)([c:28]2[cH:29][cH:30][cH:31][cH:32][cH:33]2)[C:34]([CH3:35])([CH3:36])[CH3:37])[CH:12]2[CH:13]([O:14][C:15](=[O:17])[CH2:16]2)[CH2:18]1. Starting materials: CC(CCNC(=O)OC(C)(C)C)N1CCC(NCc2cccc(Cl)c2)CC1, O=C(n1ccnc1)n1ccnc1, CON, CC#N, CCN(C(C)C)C(C)C, Cl. Yields the product CONC(=O)N(Cc1cccc(Cl)c1)C1CCN(C(C)CCNC(=O)OC(C)(C)C)CC1. Reaction SMILES: [C:26]([CH3:27])([CH3:28])([CH3:29])[O:30][C:31]([NH:32][CH2:33][CH2:34][CH:35]([CH3:36])[N:37]1[CH2:38][CH2:39][CH:40]([NH:43][CH2:44][c:45]2[cH:46][c:47]([Cl:51])[cH:48][cH:49][cH:50]2)[CH2:41][CH2:42]1)=[O:52].[C:5](=[O:6])([n:7]1[cH:8][cH:9][n:10][cH:11]1)[n:12]1[cH:13][cH:14][n:15][cH:16]1.[CH3:1][O:2][NH2:3].[CH3:53][C:54]#[N:55].[CH:17]([N:18]([CH2:19][CH3:20])[CH:21]([CH3:22])[CH3:23])([CH3:24])[CH3:25].[ClH:4]>>[CH3:1][O:2][NH:3][C:5](=[O:6])[N:43]([CH:40]1[CH2:39][CH2:38][N:37]([CH:35]([CH2:34][CH2:33][NH:32][C:31]([O:30][C:26]([CH3:27])([CH3:28])[CH3:29])=[O:52])[CH3:36])[CH2:42][CH2:41]1)[CH2:44][c:45]1[cH:46][c:47]([Cl:51])[cH:48][cH:49][cH:50]1. Reactants: C(C)(=O)OC1OC(CC1OC(C1=CC=CC=C1)=O)OCP(=O)(OCC)OCC (Benzoic acid 2-acetoxy-5-(diethoxy-phosphorylmethoxy)-tetrahydro-furan-3-yl ester), COC(=O)C1=NNC=N1 (1H-[1,2,4]Triazole-3-carboxylic acid methyl ester), [N+](=O)([O-])C1=CC=C(C=C1)OP(=O)(OC1=CC=C(C=C1)[N+](=O)[O-])[O-] (Bis-(p-nitrophenyl)phosphate). Product: COC(=O)C1=NN(C=N1)C1OC(CC1OC(C1=CC=CC=C1)=O)OCP(=O)(OCC)OCC (1-[3-Benzoyloxy-5-(diethoxy-phosphorylmethoxy)-tetrahydro-furan-2-yl]-1H-[1,2,4]triazole-3-carboxylic acid methyl ester). Yield: 65.0%. RXN SMILES: C(O[CH:5]1[CH:9]([O:10][C:11](=[O:18])[C:12]2[CH:17]=[CH:16][CH:15]=[CH:14][CH:13]=2)[CH2:8][CH:7]([O:19][CH2:20][P:21]([O:26][CH2:27][CH3:28])([O:23][CH2:24][CH3:25])=[O:22])[O:6]1)(=O)C.[CH3:29][O:30][C:31]([C:33]1[N:37]=[CH:36][NH:35][N:34]=1)=[O:32].[N+](C1C=CC(OP([O-])(OC2C=CC([N+]([O-])=O)=CC=2)=O)=CC=1)([O-])=O>>[CH3:29][O:30][C:31]([C:33]1[N:37]=[CH:36][N:35]([CH:5]2[CH:9]([O:10][C:11](=[O:18])[C:12]3[CH:13]=[CH:14][CH:15]=[CH:16][CH:17]=3)[CH2:8][CH:7]([O:19][CH2:20][P:21]([O:23][CH2:24][CH3:25])([O:26][CH2:27][CH3:28])=[O:22])[O:6]2)[N:34]=1)=[O:32]. Procedure details: Benzoic acid 2-acetoxy-5-(diethoxy-phosphorylmethoxy)-tetrahydro-furan-3-yl ester (170 mg, 0.4 mmol), 1H-[1,2,4]Triazole-3-carboxylic acid methyl ester (51 mg, 0.4 mmol) and Bis-(p-nitrophenyl)phosphate were reacted according to literature procedure (J. Med. Chem. 2000, 43, 1019-1028). The desired product was isolated in 65% yield (150 mg). 1H NMR (CDCl3, 300 MHz) δ 8.60 (s, 1H), 8.00 (d, 2H, J=7.8 Hz), 7.60 (t, 1H, J=7.2 Hz), 7.45 (app t, 2H, J=7.7 Hz), 6.29 (d, 1H, J=1.5 Hz), 5.91-5.98 (m, 1H)...